This data is from the Open Reaction Database (ORD), a public repository of structured organic reaction records. The task is: describe an organic reaction: reactants, conditions, products, and yield Reactants: three, C(C=C)Br (allyl bromide), BrC1=CC=C(C=C1C=O)O (6-bromo-meta hydroxyl benzaldehyde), C([O-])([O-])=O (carbonate). Solvent: ClCCl (dichlor-methane), CN(C=O)C (dimethyl formamide), O (water), ClCCl (dichloromethane), C(C)(=O)OCC (ethyl acetate), CCCCCC (hexane). The product is BrC1=CC=C(C=C1C=O)OCC=C (6-bromo-3-allyloxy benzaldehyde). Reaction SMILES: [Br:1][C:2]1[C:7]([CH:8]=[O:9])=[CH:6][C:5]([OH:10])=[CH:4][CH:3]=1.C(=O)([O-])[O-].[CH2:15](Br)[CH:16]=[CH2:17]>CN(C)C=O.CCCCCC.O.ClCCl.C(OCC)(=O)C>[Br:1][C:2]1[C:7]([CH:8]=[O:9])=[CH:6][C:5]([O:10][CH2:17][CH:16]=[CH2:15])=[CH:4][CH:3]=1. Procedure details: To a dry 5 L three necked round bottom flask fitted with a condensor, temperature port, and stirrer, was added 6-bromo-meta hydroxyl benzaldehyde (2, 250 g, 1.23 moles) in dimethyl formamide (1250 mL). To the resulting solution was added anhydrous pottasium carbonate (538 g, 3.81 moles) under stirring. To this mixture was added slowly allyl bromide and reaction mixture maintained under stirring until the reaction was complete (monitored by thin layer chromatography (TLC) in hexane:dichlor-methan... The reactants are Br, CC(=O)O, COc1ccc(Cc2nc(C(C)=O)c[nH]2)cc1. Yields the product CC(=O)c1c[nH]c(Cc2ccc(O)cc2)n1. Reaction SMILES: [BrH:18].[C:19]([OH:20])(=[O:21])[CH3:22].[C:1]([CH3:2])(=[O:3])[c:4]1[n:5][c:6]([CH2:9][c:10]2[cH:11][cH:12][c:13]([O:16][CH3:17])[cH:14][cH:15]2)[nH:7][cH:8]1>>[C:1]([CH3:2])(=[O:3])[c:4]1[n:5][c:6]([CH2:9][c:10]2[cH:11][cH:12][c:13]([OH:16])[cH:14][cH:15]2)[nH:7][cH:8]1. The reactants are BrCC1=C(SC(=C1)C1=CC=C(C=C1)C(F)(F)F)C(=O)OC (methyl 3-(bromomethyl)-5-[4-(trifluoromethyl)phenyl]thiophene-2-carboxylate), BrCC1=C(SC(=C1)C1=CC=C(C=C1)C(F)(F)F)C(=O)OC (methyl 3-(bromomethyl)-5-[4-(trifluoromethyl)phenyl]thiophene-2-carboxylate), CC(C)S (isopropylthiol). Yields the product FC(C1=CC=C(C=C1)C1=CC(=C(S1)CO)CSC(C)C)(F)F ({5-[4-(trifluoromethyl)phenyl]-3-[(isopropylthio)methyl]thien-2-yl}methanol). RXN SMILES: Br[CH2:2][C:3]1[CH:7]=[C:6]([C:8]2[CH:13]=[CH:12][C:11]([C:14]([F:17])([F:16])[F:15])=[CH:10][CH:9]=2)[S:5][C:4]=1[C:18](OC)=[O:19].[CH3:22][CH:23]([SH:25])[CH3:24]>>[F:16][C:14]([F:15])([F:17])[C:11]1[CH:12]=[CH:13][C:8]([C:6]2[S:5][C:4]([CH2:18][OH:19])=[C:3]([CH2:2][S:25][CH:23]([CH3:24])[CH3:22])[CH:7]=2)=[CH:9][CH:10]=1. Reported procedure: The title compound was prepared using methyl 3-(bromomethyl)-5-[4-(trifluoromethyl)phenyl]thiophene-2-carboxylate (intermediate 132) and isopropylthiol. Starting materials: O (water), O (water), C(C)(=O)C1=CC=NC=C1 (4-Acetylpyridine), NCCCN (1,3-diaminopropane). Run in C1(=CC=CC=C1)C (toluene), C1(=CC=CC=C1)C (toluene). Run at time 16 hour. The product is N1=CC=C(C=C1)C(C)NCCCN (N-[1-(4-pyridyl)ethyl]-1,3-diaminopropane). RXN SMILES: [C:1]([C:4]1[CH:9]=[CH:8][N:7]=[CH:6][CH:5]=1)(=O)[CH3:2].[NH2:10][CH2:11][CH2:12][CH2:13][NH2:14].O>C1(C)C=CC=CC=1>[N:7]1[CH:8]=[CH:9][C:4]([CH:1]([NH:10][CH2:11][CH2:12][CH2:13][NH2:14])[CH3:2])=[CH:5][CH:6]=1. Procedure details: 4-Acetylpyridine (30.3 g) was added portionwise over 40 minutes to a solution of 1,3-diaminopropane (85 cm3) in toluene (250 cm3) under reflux, with continuous removal of water using a Dean and Stark trap. When no more water was observed in the toluene layer (3 hours) the mixture was concentrated in vacuo and the residue was taken into methanol (200 cm3) and treated with sodium borohydride (12.0 g) added portionwise over 20 minutes at 0° C. After stirring for 16 hours concentrated hydrochloric a... The reactants are bis(pinacoloato)diboron, [F-].[Cs+] (cesium fluoride), N1(CCCCCC1)CCOC1=CC=C(C(=O)C2=C(C=CC3=CC(=CC=C23)OC)OS(=O)(=O)C(F)(F)F)C=C1 (trifluoromethanesulfonic acid 1-[4-(2-azepan-1-yl-ethoxy)-benzoyl]-6-methoxynaphthalen-2-yl ester), BrC1=C(C(=CC(=C1)F)F)F (1-bromo-2,3,5-trifluorobenzene). The reagents and catalysts are C1CCC(CC1)P(C2CCCCC2)C3CCCCC3.C1CCC(CC1)P(C2CCCCC2)C3CCCCC3.[Pd] (bis(tricyclohexylphosphine)palladium (0)), [Pd] (palladium). Run in C(C)#N (acetonitrile). Yields the product N1(CCCCCC1)CCOC1=CC=C(C=C1)C(=O)C1=C(C=CC2=CC(=CC=C12)OC)C1=C(C(=CC(=C1)F)F)F ([4-(2-Azepan-1-yl-ethoxy)-phenyl]-[6-methoxy-2-(2,3,5-trifluoro-phenyl)-naphthalen-1-yl]-methanone). Isolated yield 53.1%. As a reaction SMILES: [N:1]1([CH2:8][CH2:9][O:10][C:11]2[CH:38]=[CH:37][C:14]([C:15]([C:17]3[C:26]4[C:21](=[CH:22][C:23]([O:27][CH3:28])=[CH:24][CH:25]=4)[CH:20]=[CH:19][C:18]=3OS(C(F)(F)F)(=O)=O)=[O:16])=[CH:13][CH:12]=2)[CH2:7][CH2:6][CH2:5][CH2:4][CH2:3][CH2:2]1.[F-].[Cs+].Br[C:42]1[CH:47]=[C:46]([F:48])[CH:45]=[C:44]([F:49])[C:43]=1[F:50]>[Pd].C1CCC(P(C2CCCCC2)C2CCCCC2)CC1.C1CCC(P(C2CCCCC2)C2CCCCC2)CC1.[Pd].C(#N)C>[N:1]1([CH2:8][CH2:9][O:10][C:11]2[CH:12]=[CH:13][C:14]([C:15]([C:17]3[C:26]4[C:21](=[CH:22][C:23]([O:27][CH3:28])=[CH:24][CH:25]=4)[CH:20]=[CH:19][C:18]=3[C:42]3[CH:47]=[C:46]([F:48])[CH:45]=[C:44]([F:49])[C:43]=3[F:50])=[O:16])=[CH:37][CH:38]=2)[CH2:2][CH2:3][CH2:4][CH2:5][CH2:6][CH2:7]1 |f:1.2,5.6.7|. Reported procedure: Dissolve trifluoromethanesulfonic acid 1-[4-(2-azepan-1-yl-ethoxy)-benzoyl]-6-methoxynaphthalen-2-yl ester (2.60 g, 6.53 mmol) in 200 ml. acetonitrile and add to this bis(pinacoloato)diboron (1.5 g, 7.96 mmol), bis(tricyclohexylphosphine)palladium (0) (0.72 g, 1.50 mmol) and cesium fluoride (7.33 g, 67.0 mmol). Heat the reaction to 100° C. until LC/MS indicates all starting material is consumed. Add to this mixture 1-bromo-2,3,5-trifluorobenzene (2.00 g, 13.06 mmol) and another 720 mg of palladi... Starting materials: C1CCOC1, COC(=O)C1CC(Oc2cc(-c3nc(C(F)(F)F)cs3)nc3c(C)c(OC)ccc23)CN1C(=O)OC(C)(C)C, Cl, [Li+], [OH-], O. The product is COc1ccc2c(OC3CC(C(=O)O)N(C(=O)OC(C)(C)C)C3)cc(-c3nc(C(F)(F)F)cs3)nc2c1C. Reaction SMILES: [CH2:44]1[O:45][CH2:46][CH2:47][CH2:48]1.[CH3:1][O:2][c:3]1[cH:4][cH:5][c:6]2[c:7]([O:23][CH:24]3[CH2:25][CH:26]([C:36](=[O:37])[O:38][CH3:39])[N:27]([C:29](=[O:30])[O:31][C:32]([CH3:33])([CH3:34])[CH3:35])[CH2:28]3)[cH:8][c:9](-[c:14]3[s:15][cH:16][c:17]([C:19]([F:20])([F:21])[F:22])[n:18]3)[n:10][c:11]2[c:12]1[CH3:13].[ClH:43].[Li+:41].[OH-:42].[OH2:40]>>[CH3:1][O:2][c:3]1[cH:4][cH:5][c:6]2[c:7]([O:23][CH:24]3[CH2:25][CH:26]([C:36](=[O:37])[OH:38])[N:27]([C:29](=[O:30])[O:31][C:32]([CH3:33])([CH3:34])[CH3:35])[CH2:28]3)[cH:8][c:9](-[c:14]3[s:15][cH:16][c:17]([C:19]([F:20])([F:21])[F:22])[n:18]3)[n:10][c:11]2[c:12]1[CH3:13]. Starting materials: O=C1CCC(=O)N1Br, Cc1ccc(-c2ccccc2C(=O)OC(C)(C)C)cc1, O=C(OOC(=O)c1ccccc1)c1ccccc1, ClC(Cl)(Cl)Cl. Yields the product CC(C)(C)OC(=O)c1ccccc1-c1ccc(CBr)cc1. RXN SMILES: [Br:21][N:22]1[C:23](=[O:24])[CH2:25][CH2:26][C:27]1=[O:28].[C:1]([CH3:2])([CH3:3])([CH3:4])[O:5][C:6](=[O:7])[c:8]1[c:9](-[c:14]2[cH:15][cH:16][c:17]([CH3:20])[cH:18][cH:19]2)[cH:10][cH:11][cH:12][cH:13]1.[C:29]([O:30][O:31][C:32](=[O:33])[c:34]1[cH:35][cH:36][cH:37][cH:38][cH:39]1)(=[O:40])[c:41]1[cH:42][cH:43][cH:44][cH:45][cH:46]1.[Cl:47][C:48]([Cl:49])([Cl:50])[Cl:51]>>[C:1]([CH3:2])([CH3:3])([CH3:4])[O:5][C:6](=[O:7])[c:8]1[c:9](-[c:14]2[cH:15][cH:16][c:17]([CH2:20][Br:21])[cH:18][cH:19]2)[cH:10][cH:11][cH:12][cH:13]1.